This data is from the Open Reaction Database (ORD), a public repository of structured organic reaction records. The task is: describe an organic reaction: reactants, conditions, products, and yield Reactants: CC(=O)O, CCCC[N+](CCCC)(CCCC)CCCC, CCOC(C)=O, [F-], CC(C)(C)[Si](C)(C)OCCC1(c2ccc(F)cc2)CN(C(=O)c2cc(C(F)(F)F)cc(C(F)(F)F)c2)CO1, C1CCOC1. Yields the product O=C(c1cc(C(F)(F)F)cc(C(F)(F)F)c1)N1COC(CCO)(c2ccc(F)cc2)C1. Reaction SMILES: [CH3:19][C:20](=[O:21])[OH:22].[CH3:2][CH2:3][CH2:4][CH2:5][N+:6]([CH2:7][CH2:8][CH2:9][CH3:10])([CH2:11][CH2:12][CH2:13][CH3:14])[CH2:15][CH2:16][CH2:17][CH3:18].[CH3:61][CH2:62][O:63][C:64](=[O:65])[CH3:66].[F-:1].[F:23][C:24]([c:25]1[cH:26][c:27]([C:28](=[O:29])[N:30]2[CH2:31][O:32][C:33]([c:35]3[cH:36][cH:37][c:38]([F:41])[cH:39][cH:40]3)([CH2:42][CH2:43][O:44][Si:45]([C:46]([CH3:47])([CH3:48])[CH3:49])([CH3:50])[CH3:51])[CH2:34]2)[cH:52][c:53]([C:55]([F:56])([F:57])[F:58])[cH:54]1)([F:59])[F:60].[O:67]1[CH2:68][CH2:69][CH2:70][CH2:71]1>>[F:23][C:24]([c:25]1[cH:26][c:27]([C:28](=[O:29])[N:30]2[CH2:31][O:32][C:33]([c:35]3[cH:36][cH:37][c:38]([F:41])[cH:39][cH:40]3)([CH2:42][CH2:43][OH:44])[CH2:34]2)[cH:52][c:53]([C:55]([F:56])([F:57])[F:58])[cH:54]1)([F:59])[F:60]. Procedure details: A mixture of 0.25 g (1.10 mmol) of 8-chloroimidazo[4,5-g]quinoline-7-carbonitrile, 0.27 g (1.3 mmol) of 2-bromo-4-chloroaniline, and 0.13 g (1.12 mmol) of pyridine hydrochloride in 7.0 mL of 2-ethoxyethanol is heated at reflux temperature for 1 hour, cooled to room temperature, poured into a saturated solution of sodium bicarbonate and stirred for 0.5 hour. The solid is collected by filtration, washed with water and dried. The solid is purified by silica gel chromatography utilizing a gradient o... Reactants: C([O-])(O)=O.[Na+] (sodium bicarbonate), ClC1=C(C=NC=2CC=3C(=CC12)N=CN3)C#N (8-chloroimidazo[4,5-g]quinoline-7-carbonitrile), BrC1=C(N)C=CC(=C1)Cl (2-bromo-4-chloroaniline), Cl.N1=CC=CC=C1 (pyridine hydrochloride). Reaction SMILES: Cl[C:2]1[C:11]2[CH:10]=[C:9]3[N:12]=[CH:13][N:14]=[C:8]3[CH2:7][C:6]=2[N:5]=[CH:4][C:3]=1[C:15]#[N:16].[Br:17][C:18]1[CH:24]=[C:23]([Cl:25])[CH:22]=[CH:21][C:19]=1[NH2:20].Cl.N1C=CC=CC=1.C(=O)(O)[O-].[Na+]>C(OCCO)C>[Br:17][C:18]1[CH:24]=[C:23]([Cl:25])[CH:22]=[CH:21][C:19]=1[NH:20][C:2]1[C:11]2[CH:10]=[C:9]3[N:12]=[CH:13][N:14]=[C:8]3[CH2:7][C:6]=2[N:5]=[CH:4][C:3]=1[C:15]#[N:16] |f:2.3,4.5|. Yield: 22.8%. Reaction conditions: time 0.5 hour. The solvent is C(C)OCCO (2-ethoxyethanol). Yields the product BrC1=C(C=CC(=C1)Cl)NC1=C(C=NC=2CC=3C(=CC12)N=CN3)C#N (8-(2-bromo-4-chlorophenylamino)imidazo[4,5-g]quinoline-7-carbonitrile). The reactants are CC1CC(CC(C1)C)NCC1=CC=C(C=C1)N (4-[(3,5-dimethylcyclohexylamino)methyl]phenylamine), ClC1=CC=C(C=C1)C1=CC=C(C=C1)C#CC(=O)O ((4′-chlorobiphenyl-4-yl)propynoic acid), CN1CCOCC1 (N-methylmorpholine), ClC(=O)OCC(C)C (isobutyl chloroformate). Run in C1CCOC1 (THF), C1CCOC1 (THF). Product: CC1CN(CC(C1)C)CC1=CC=C(C=C1)NC(C#CC1=CC=C(C=C1)C1=CC=C(C=C1)Cl)=O (3-(4′-chlorobiphenyl-4-yl)propynoic acid-[4-(3,5-dimethylpiperidin-1-ylmethyl)phenyl]amide). RXN SMILES: [Cl:1][C:2]1[CH:7]=[CH:6][C:5]([C:8]2[CH:13]=[CH:12][C:11]([C:14]#[C:15][C:16]([OH:18])=O)=[CH:10][CH:9]=2)=[CH:4][CH:3]=1.CN1CCOCC1.ClC(O[CH2:30][CH:31]([CH3:33])[CH3:32])=O.C[CH:35]1CC(C)C[CH:37]([NH:42][CH2:43][C:44]2[CH:49]=[CH:48][C:47]([NH2:50])=[CH:46][CH:45]=2)[CH2:36]1>C1COCC1>[CH3:32][CH:31]1[CH2:33][CH:36]([CH3:35])[CH2:37][N:42]([CH2:43][C:44]2[CH:45]=[CH:46][C:47]([NH:50][C:16](=[O:18])[C:15]#[C:14][C:11]3[CH:10]=[CH:9][C:8]([C:5]4[CH:4]=[CH:3][C:2]([Cl:1])=[CH:7][CH:6]=4)=[CH:13][CH:12]=3)=[CH:48][CH:49]=2)[CH2:30]1. Procedure: A solution of 0.26 g (1 mmol) of (4′-chlorobiphenyl-4-yl)propynoic acid and 0.12 mL (1.1 mmol) of N-methylmorpholine in 20 mL of absolute THF is combined with 0.14 mL (1.1 mmol) of isobutyl chloroformate at −15° C. and stirred for ten minutes. Then 0.240 mg (1.1 mmol) of 4-[(3,5-dimethylcyclohexylamino)methyl]phenylamine dissolved in 7 mL of THF is added and the reaction mixture is stirred for 16 hours. The reaction mixture is evaporated down. The purification is carried out by column chromatogr... Starting materials: C(C)C1=C(N=C(N1)C(=O)N[C@@H]1[C@@H](CN(CC1)C=1SC(=C(N1)C(=O)OCC)C)OC)C(F)(F)F (Ethyl cis(±)-2-(4-{[(5-ethyl-4-trifluoromethyl-1H-imidazol-2-yl)carbonyl]amino}-3-methoxypiperidin-1-yl)-5-methyl-1,3-thiazole-4-carboxylate), [OH-].[Na+] (sodium hydroxide). Run in CO (methanol). Product: C(C)C1=C(N=C(N1)C(=O)N[C@@H]1[C@@H](CN(CC1)C=1SC(=C(N1)C(=O)O)C)OC)C(F)(F)F (cis(±)-2-(4-{[(5-Ethyl-4-trifluoromethyl-1H-imidazol-2-yl)carbonyl]amino}-3-methoxypiperidin-1-yl)-5-methyl-1,3-thiazole-4-carboxylic acid). The yield is 86.7%. RXN SMILES: [CH2:1]([C:3]1[NH:7][C:6]([C:8]([NH:10][C@H:11]2[CH2:16][CH2:15][N:14]([C:17]3[S:18][C:19]([CH3:27])=[C:20]([C:22]([O:24]CC)=[O:23])[N:21]=3)[CH2:13][C@H:12]2[O:28][CH3:29])=[O:9])=[N:5][C:4]=1[C:30]([F:33])([F:32])[F:31])[CH3:2].[OH-].[Na+]>CO>[CH2:1]([C:3]1[NH:7][C:6]([C:8]([NH:10][C@H:11]2[CH2:16][CH2:15][N:14]([C:17]3[S:18][C:19]([CH3:27])=[C:20]([C:22]([OH:24])=[O:23])[N:21]=3)[CH2:13][C@H:12]2[O:28][CH3:29])=[O:9])=[N:5][C:4]=1[C:30]([F:33])([F:31])[F:32])[CH3:2] |f:1.2|. Procedure: Ethyl cis(±)-2-(4-{[(5-ethyl-4-trifluoromethyl-1H-imidazol-2-yl)carbonyl]amino}-3-methoxypiperidin-1-yl)-5-methyl-1,3-thiazole-4-carboxylate obtained in Example (40f) (29.2 mg, 0.060 mmol) was dissolved in methanol (1 mL). The solution was subjected to the same operation as in Example (36g) using a 1 N aqueous sodium hydroxide solution (1.5 mL), to obtain 24.0 mg of the title compound as a white solid (87%). The reactants are ClC=1C=2N(C=CC1)C(=C(N2)C2=CC(=CC=C2)OC)C(C#C)=O (1-[8-chloro-2-(3-methoxyphenyl)imidazo[1,2-α]pyridin-3-yl]-2-propyn-1-one), [N+](=O)([O-])[O-].C1(=CC=CC=C1)NC(=[NH2+])N (N-phenylguanidinium nitrate), C([O-])([O-])=O.[K+].[K+] (potassium carbonate), O (Water). Run in CN1C(CCC1)=O (1-methyl-2-pyrrolidinone), CCOCC (ether). Run at temperature 140 celsius. Yields the product ClC=1C=2N(C=CC1)C(=C(N2)C2=CC(=CC=C2)OC)C2=NC(=NC=C2)NC2=CC=CC=C2 (4-[8-chloro-2-(3-methoxyphenyl)imidazo[1,2-α]pyridin-3-yl]-N-phenylpyrimidin-2-amine). Yield: 49.2%. Reaction SMILES: [Cl:1][C:2]1[C:3]2[N:4]([C:8]([C:19](=O)[C:20]#[CH:21])=[C:9]([C:11]3[CH:16]=[CH:15][CH:14]=[C:13]([O:17][CH3:18])[CH:12]=3)[N:10]=2)[CH:5]=[CH:6][CH:7]=1.[N+]([O-])([O-])=O.[C:27]1([NH:33][C:34]([NH2:36])=[NH2+:35])[CH:32]=[CH:31][CH:30]=[CH:29][CH:28]=1.C(=O)([O-])[O-].[K+].[K+].O>CN1CCCC1=O.CCOCC>[Cl:1][C:2]1[C:3]2[N:4]([C:8]([C:19]3[CH:20]=[CH:21][N:36]=[C:34]([NH:33][C:27]4[CH:32]=[CH:31][CH:30]=[CH:29][CH:28]=4)[N:35]=3)=[C:9]([C:11]3[CH:16]=[CH:15][CH:14]=[C:13]([O:17][CH3:18])[CH:12]=3)[N:10]=2)[CH:5]=[CH:6][CH:7]=1 |f:1.2,3.4.5|. Procedure details: To a solution of 1-[8-chloro-2-(3-methoxyphenyl)imidazo[1,2-α]pyridin-3-yl]-2-propyn-1-one (58 mg, 0.19 mmol) in 1-methyl-2-pyrrolidinone (2 mL) was added N-phenylguanidinium nitrate (185 mg, 0.94 mmol) and potassium carbonate (129 mg, 0.94 mmol). The mixture was heated at 140° C. for 1.25 hours and then cooled to room temperature. Water was added then ether. The organic layer was washed with brine. The aqueous layer was extracted with ether and the combined organics dried over magnesium sulfate... Reactants: ClCCCBr, Cl, [Na+], [OH-], O, N=C(N)SCc1cnccn1. Product: ClCCCSCc1cnccn1. Reaction SMILES: [Br:15][CH2:16][CH2:17][CH2:18][Cl:19].[ClH:3].[Na+:2].[OH-:1].[OH2:20].[n:4]1[c:5]([CH2:10][S:11][C:12](=[NH:13])[NH2:14])[cH:6][n:7][cH:8][cH:9]1>>[n:4]1[c:5]([CH2:10][S:11][CH2:12][CH2:17][CH2:18][Cl:19])[cH:6][n:7][cH:8][cH:9]1. Reactants: C1CCOC1, Cc1ccccc1N=C=O, COC(=O)Cc1ccc(N)c(Br)c1. Product: COC(=O)Cc1ccc(NC(=O)Nc2ccccc2C)c(Br)c1. RXN SMILES: [CH2:24]1[O:25][CH2:26][CH2:27][CH2:28]1.[CH3:14][c:15]1[c:16]([N:21]=[C:22]=[O:23])[cH:17][cH:18][cH:19][cH:20]1.[NH2:1][c:2]1[c:3]([Br:13])[cH:4][c:5]([CH2:8][C:9](=[O:10])[O:11][CH3:12])[cH:6][cH:7]1>>[NH:1]([c:2]1[c:3]([Br:13])[cH:4][c:5]([CH2:8][C:9](=[O:10])[O:11][CH3:12])[cH:6][cH:7]1)[C:22]([NH:21][c:16]1[c:15]([CH3:14])[cH:20][cH:19][cH:18][cH:17]1)=[O:23]. The reactants are [C+4], CNC(=O)C1CN(C(c2ccccc2)c2ccccc2)C1, CO, Cl, [OH-], [OH-], [OH-], [OH-], [OH-], [OH-], [Pd+2]. Product: CNC(=O)C1CNC1, Cl. As a reaction SMILES: [C+4:25].[CH3:1][NH:2][C:3](=[O:4])[CH:5]1[CH2:6][N:7]([CH:9]([c:10]2[cH:11][cH:12][cH:13][cH:14][cH:15]2)[c:16]2[cH:17][cH:18][cH:19][cH:20][cH:21]2)[CH2:8]1.[CH3:23][OH:24].[ClH:22].[OH-:26].[OH-:28].[OH-:29].[OH-:30].[OH-:31].[OH-:32].[Pd+2:27]>>[CH3:1][NH:2][C:3](=[O:4])[CH:5]1[CH2:6][NH:7][CH2:8]1.[ClH:22]. Reactants: C(C)(=O)N1C(CC(C2=CC(=CC=C12)N)(C)C1=CC=CC=C1)(C)C (1-acetyl-6-amino-4-phenyl-1,2,3,4-tetrahydro-2,2,4-trimethylquinoline), C1(=CC=C(C=C1)C(=O)Cl)C1=CC=CC=C1 (4-biphenylcarbonyl chloride), C(C)(C)N(C(C)C)CC (N,N-diisopropylethylamine). Solvent: O1CCCC1 (tetrahydrofuran). Product: C(C)(=O)N1C(CC(C2=CC(=CC=C12)NC(C1=CC=C(C=C1)C1=CC=CC=C1)=O)(C)C1=CC=CC=C1)(C)C (1-Acetyl-4-phenyl-6-(4-phenylbenzoyl)amino-1,2,3,4-tetrahydro-2,2,4-trimethylquinoline). RXN SMILES: [C:1]([N:4]1[C:13]2[C:8](=[CH:9][C:10]([NH2:14])=[CH:11][CH:12]=2)[C:7]([C:16]2[CH:21]=[CH:20][CH:19]=[CH:18][CH:17]=2)([CH3:15])[CH2:6][C:5]1([CH3:23])[CH3:22])(=[O:3])[CH3:2].[C:24]1([C:33]2[CH:38]=[CH:37][CH:36]=[CH:35][CH:34]=2)[CH:29]=[CH:28][C:27]([C:30](Cl)=[O:31])=[CH:26][CH:25]=1.C(N(CC)C(C)C)(C)C>O1CCCC1>[C:1]([N:4]1[C:13]2[C:8](=[CH:9][C:10]([NH:14][C:30](=[O:31])[C:27]3[CH:28]=[CH:29][C:24]([C:33]4[CH:38]=[CH:37][CH:36]=[CH:35][CH:34]=4)=[CH:25][CH:26]=3)=[CH:11][CH:12]=2)[C:7]([C:16]2[CH:21]=[CH:20][CH:19]=[CH:18][CH:17]=2)([CH3:15])[CH2:6][C:5]1([CH3:23])[CH3:22])(=[O:3])[CH3:2]. Procedure details: Acylation of 1-acetyl-6-amino-4-phenyl-1,2,3,4-tetrahydro-2,2,4-trimethylquinoline (11 mg) with 4-biphenylcarbonyl chloride (16 mg) and N,N-diisopropylethylamine (22 μl) in tetrahydrofuran (1 ml) was performed according to the method described in example 6.